The task is: describe an organic reaction: reactants, conditions, products, and yield. This data is from the Open Reaction Database (ORD), a public repository of structured organic reaction records. Starting materials: ClC=1C=C2N(CCC2C(=O)OC)C1 (methyl 6-chloro-1,2-dihydro-3H-pyrrolo[1,2-a]pyrrole-1-carboxylate), C(C1=CC=CC=C1)(=O)Cl (benzoyl chloride). Run in C=1(C(=CC=CC1)C)C (xylene). Product: C(C1=CC=CC=C1)(=O)C1=C(C=C2N1CCC2C(=O)OC)Cl (methyl 5-benzoyl-6-chloro-1,2-dihydro-3H-pyrrolo[1,2-a]pyrrole-1-carboxylate). As a reaction SMILES: [Cl:1][C:2]1[CH:3]=[C:4]2[CH:8]([C:9]([O:11][CH3:12])=[O:10])[CH2:7][CH2:6][N:5]2[CH:13]=1.[C:14](Cl)(=[O:21])[C:15]1[CH:20]=[CH:19][CH:18]=[CH:17][CH:16]=1>C1(C)C(C)=CC=CC=1>[C:14]([C:13]1[N:5]2[CH2:6][CH2:7][CH:8]([C:9]([O:11][CH3:12])=[O:10])[C:4]2=[CH:3][C:2]=1[Cl:1])(=[O:21])[C:15]1[CH:20]=[CH:19][CH:18]=[CH:17][CH:16]=1. Procedure: A solution of 1.10 g. of methyl 6-chloro-1,2-dihydro-3H-pyrrolo[1,2-a]pyrrole-1-carboxylate (5.5 mmol.) in dry xylene (25 ml.) containing 2.32 g of benzoyl chloride (16.5 mmol.) is heated at reflux temperature for 50 hours. The solvent is removed in vacuo, the residue is dissolved in dichloromethane (50 ml.), the solution is washed sequentially with saturated sodium chloride solution, 10% sodium bicarbonate solution, and saturated sodium chloride solution again. The organic phase is dried over s...